Dataset: the Open Reaction Database (ORD), a public repository of structured organic reaction records. Task: describe an organic reaction: reactants, conditions, products, and yield Starting materials: COC1=NC2=CC=CC=C2C=C1NC(OC1=CC=CC=C1)=S (Phenyl N-(2-methoxyquinolin-3-yl)thiocarbamate), FC=1C=C(C=C(C1)F)N1CCNCC1 (1-(3,5-difluorophenyl)piperazine). Product: COC1=NC2=CC=CC=C2C=C1NC(=S)N1CCN(CC1)C1=CC(=CC(=C1)F)F (1-[(2-Methoxyquinolin-3-yl)aminothiocarbonyl]-4-(3,5-difluorophenyl)piperazine). Yield: 78.0%. RXN SMILES: [CH3:1][O:2][C:3]1[C:12]([NH:13][C:14](=[S:22])OC2C=CC=CC=2)=[CH:11][C:10]2[C:5](=[CH:6][CH:7]=[CH:8][CH:9]=2)[N:4]=1.[F:23][C:24]1[CH:25]=[C:26]([N:31]2[CH2:36][CH2:35][NH:34][CH2:33][CH2:32]2)[CH:27]=[C:28]([F:30])[CH:29]=1>>[CH3:1][O:2][C:3]1[C:12]([NH:13][C:14]([N:34]2[CH2:33][CH2:32][N:31]([C:26]3[CH:25]=[C:24]([F:23])[CH:29]=[C:28]([F:30])[CH:27]=3)[CH2:36][CH2:35]2)=[S:22])=[CH:11][C:10]2[C:5](=[CH:6][CH:7]=[CH:8][CH:9]=2)[N:4]=1. Procedure: Phenyl N-(2-methoxyquinolin-3-yl)thiocarbamate and 1-(3,5-difluorophenyl)piperazine were reacted by the same way with the example 109 to obtain the titled compound. Starting materials: ClCCCl, CC(C)(C)C(=O)C(=Cc1ccc(Cl)cc1Cl)n1cncn1, O, O=[N+]([O-])O, O=P(O)(O)O. The product is CC(C)(C)C(O)C(=Cc1ccc(Cl)cc1Cl)n1cncn1. Reaction SMILES: [Cl:32][CH2:33][CH2:34][Cl:35].[Cl:6][c:7]1[c:8]([CH:14]=[C:15]([C:16]([C:17]([CH3:18])([CH3:19])[CH3:20])=[O:21])[n:22]2[n:23][cH:24][n:25][cH:26]2)[cH:9][cH:10][c:11]([Cl:13])[cH:12]1.[OH2:31].[OH:27][N+:28](=[O:29])[O-:30].[P:1](=[O:2])([OH:3])([OH:4])[OH:5]>>[Cl:6][c:7]1[c:8]([CH:14]=[C:15]([CH:16]([C:17]([CH3:18])([CH3:19])[CH3:20])[OH:21])[n:22]2[n:23][cH:24][n:25][cH:26]2)[cH:9][cH:10][c:11]([Cl:13])[cH:12]1. The reactants are Nc1nnn(C(F)F)n1, O=C(Cl)C(c1ccccc1)c1ccccc1. Yields the product O=C(Nc1nnn(C(F)F)n1)C(c1ccccc1)c1ccccc1. As a reaction SMILES: [NH2:1][c:2]1[n:3][n:4][n:5]([CH:7]([F:8])[F:9])[n:6]1.[c:10]1([CH:16]([C:17](=[O:18])[Cl:19])[c:20]2[cH:21][cH:22][cH:23][cH:24][cH:25]2)[cH:11][cH:12][cH:13][cH:14][cH:15]1>>[NH:1]([c:2]1[n:3][n:4][n:5]([CH:7]([F:8])[F:9])[n:6]1)[C:17]([CH:16]([c:10]1[cH:11][cH:12][cH:13][cH:14][cH:15]1)[c:20]1[cH:21][cH:22][cH:23][cH:24][cH:25]1)=[O:18]. Reactants: CO, OC1(c2ccc(Cl)cc2)CCNCC1, O=C(c1ccc(F)cc1[N+](=O)[O-])N1CC1, c1ccccc1. The product is O=C(NCCN1CCC(O)(c2ccc(Cl)cc2)CC1)c1ccc(F)cc1[N+](=O)[O-]. As a reaction SMILES: [CH3:36][OH:37].[Cl:16][c:17]1[cH:18][cH:19][c:20]([C:23]2([OH:29])[CH2:24][CH2:25][NH:26][CH2:27][CH2:28]2)[cH:21][cH:22]1.[F:1][c:2]1[cH:3][c:4]([N+:13](=[O:14])[O-:15])[c:5]([C:6](=[O:7])[N:8]2[CH2:9][CH2:10]2)[cH:11][cH:12]1.[cH:30]1[cH:31][cH:32][cH:33][cH:34][cH:35]1>>[F:1][c:2]1[cH:3][c:4]([N+:13](=[O:14])[O-:15])[c:5]([C:6](=[O:7])[NH:8][CH2:10][CH2:9][N:26]2[CH2:25][CH2:24][C:23]([c:20]3[cH:19][cH:18][c:17]([Cl:16])[cH:22][cH:21]3)([OH:29])[CH2:28][CH2:27]2)[cH:11][cH:12]1. Starting materials: C1CCOC1, CCOC(C)=O, COC(=O)c1ncsc1C=CSC(c1ccccc1)(c1ccccc1)c1ccccc1, Cl, [Na+], [OH-], O. Yields the product O=C(O)c1ncsc1C=CSC(c1ccccc1)(c1ccccc1)c1ccccc1. As a reaction SMILES: [CH2:41]1[O:42][CH2:43][CH2:44][CH2:45]1.[CH3:35][CH2:36][O:37][C:38](=[O:39])[CH3:40].[CH3:3][O:4][C:5](=[O:6])[c:7]1[n:8][cH:9][s:10][c:11]1[CH:12]=[CH:13][S:14][C:15]([c:16]1[cH:17][cH:18][cH:19][cH:20][cH:21]1)([c:22]1[cH:23][cH:24][cH:25][cH:26][cH:27]1)[c:28]1[cH:29][cH:30][cH:31][cH:32][cH:33]1.[ClH:34].[Na+:2].[OH-:1].[OH2:46]>>[O:4]=[C:5]([OH:6])[c:7]1[n:8][cH:9][s:10][c:11]1[CH:12]=[CH:13][S:14][C:15]([c:16]1[cH:17][cH:18][cH:19][cH:20][cH:21]1)([c:22]1[cH:23][cH:24][cH:25][cH:26][cH:27]1)[c:28]1[cH:29][cH:30][cH:31][cH:32][cH:33]1. The reactants are COC(CC=1C=C(C=C(C1)Cl)C1=C(C=CC(=C1)OC)CNCC)=O ((5-chloro-2′-ethylaminomethyl-5′-methoxy-biphenyl-3-yl)-acetic acid methyl ester), C1(CC1)C(=O)Cl (cyclopropanecarbonyl chloride). Product: COC(CC=1C=C(C=C(C1)Cl)C1=C(C=CC(=C1)OC)CN(CC)C(=O)C1CC1)=O ({5-Chloro-2′-[(cyclopropanecarbonyl-ethyl-amino)-methyl]-5′-methoxy-biphenyl-3-yl}-acetic acid methyl ester). Reaction SMILES: [CH3:1][O:2][C:3](=[O:24])[CH2:4][C:5]1[CH:6]=[C:7]([C:12]2[CH:17]=[C:16]([O:18][CH3:19])[CH:15]=[CH:14][C:13]=2[CH2:20][NH:21][CH2:22][CH3:23])[CH:8]=[C:9]([Cl:11])[CH:10]=1.[CH:25]1([C:28](Cl)=[O:29])[CH2:27][CH2:26]1>>[CH3:1][O:2][C:3](=[O:24])[CH2:4][C:5]1[CH:6]=[C:7]([C:12]2[CH:17]=[C:16]([O:18][CH3:19])[CH:15]=[CH:14][C:13]=2[CH2:20][N:21]([C:28]([CH:25]2[CH2:27][CH2:26]2)=[O:29])[CH2:22][CH3:23])[CH:8]=[C:9]([Cl:11])[CH:10]=1. Reported procedure: Prepared according to the procedure described in Example 1, Step 6, using the following starting materials: (5-chloro-2′-ethylaminomethyl-5′-methoxy-biphenyl-3-yl)-acetic acid methyl ester and cyclopropanecarbonyl chloride. Product: ClC=1C=C(C=CC1SC=1N(C=CN1)C)NC1=C(C=NC2=CC3=C(C=C12)C=C(C(=C3)OCCN3CCOCC3)OC)C#N (4-[3-chloro-4-(1-methyl-1H-imidazol-2-ylsulfanyl)phenylamino]-7-methoxy-8-(2-morpholin-4-yl-ethoxy)benzo[g]quinoline-3-carbonitrile). Starting materials: C([O-])(O)=O.[Na+] (sodium bicarbonate), ClCCOC1=CC2=C(C=C3C(=C(C=NC3=C2)C#N)NC2=CC(=C(C=C2)SC=2N(C=CN2)C)Cl)C=C1OC (8-(2-chloroethoxy)-4-[3-chloro-4-(1-methyl-1H-imidazol-2-ylsulfanyl)phenylamino]-7-methoxybenzo[g]quinoline-3-carbonitrile), N1CCOCC1 (morpholine), [I-].[Na+] (sodium iodide). Procedure details: A mixture of 1.27 g (2.3 mmol) of 8-(2-chloroethoxy)-4-[3-chloro-4-(1-methyl-1H-imidazol-2-ylsulfanyl)phenylamino]-7-methoxybenzo[g]quinoline-3-carbonitrile, 4.0 mL of morpholine and 0.1 g of sodium iodide in 10 mL of 1,2-dimethoxyethane is heated under reflux for 16 hours. After allowing the reaction to cool, the solvent is evaporated to yield a residue, which is stirred with saturated sodium bicarbonate. The solid is collected by filtration, is washed with water and dried. The crude product is... RXN SMILES: Cl[CH2:2][CH2:3][O:4][C:5]1[C:35]([O:36][CH3:37])=[CH:34][C:8]2[CH:9]=[C:10]3[C:15](=[CH:16][C:7]=2[CH:6]=1)[N:14]=[CH:13][C:12]([C:17]#[N:18])=[C:11]3[NH:19][C:20]1[CH:25]=[CH:24][C:23]([S:26][C:27]2[N:28]([CH3:32])[CH:29]=[CH:30][N:31]=2)=[C:22]([Cl:33])[CH:21]=1.[NH:38]1[CH2:43][CH2:42][O:41][CH2:40][CH2:39]1.[I-].[Na+].C(=O)(O)[O-].[Na+]>COCCOC>[Cl:33][C:22]1[CH:21]=[C:20]([NH:19][C:11]2[C:10]3[C:15](=[CH:16][C:7]4[CH:6]=[C:5]([O:4][CH2:3][CH2:2][N:38]5[CH2:43][CH2:42][O:41][CH2:40][CH2:39]5)[C:35]([O:36][CH3:37])=[CH:34][C:8]=4[CH:9]=3)[N:14]=[CH:13][C:12]=2[C:17]#[N:18])[CH:25]=[CH:24][C:23]=1[S:26][C:27]1[N:28]([CH3:32])[CH:29]=[CH:30][N:31]=1 |f:2.3,4.5|. Solvent: COCCOC (1,2-dimethoxyethane). Reactants: ClC1=CC2=C(NC(C(C(S2)C2=CC=C(C=C2)OC)O)=O)C=C1 (8-chloro-2,3-dihydro-3-hydroxy-2-(4-methoxyphenyl)-1,5-benzothiazepin-4(5H)-one), C(C)(=O)OC(C)=O (acetic anhydride), CS(=O)C (dimethylsulfoxide), N1=CC=CC=C1 (pyridine). Run in C1(=CC=CC=C1)C (toluene), O (Water). Run at time 3 day. Product: C(C)(=O)OC1=C(SC2=C(NC1=O)C=CC(=C2)Cl)C2=CC=C(C=C2)OC (3-acetoxy-8-chloro-2-(4-methoxyphenyl)-1,5-benzothiazepin-4(5H)-one). The yield is 60.8%. Reaction SMILES: [Cl:1][C:2]1[CH:22]=[CH:21][C:5]2[NH:6][C:7](=[O:20])[CH:8]([OH:19])[CH:9]([C:11]3[CH:16]=[CH:15][C:14]([O:17][CH3:18])=[CH:13][CH:12]=3)[S:10][C:4]=2[CH:3]=1.[C:23](OC(=O)C)(=[O:25])[CH3:24].CS(C)=O.N1C=CC=CC=1>O.C1(C)C=CC=CC=1>[C:23]([O:19][C:8]1[C:7](=[O:20])[NH:6][C:5]2[CH:21]=[CH:22][C:2]([Cl:1])=[CH:3][C:4]=2[S:10][C:9]=1[C:11]1[CH:12]=[CH:13][C:14]([O:17][CH3:18])=[CH:15][CH:16]=1)(=[O:25])[CH3:24]. Procedure: A mixture of 8-chloro-2,3-dihydro-3-hydroxy-2-(4-methoxyphenyl)-1,5-benzothiazepin-4(5H)-one (36.0 g), acetic anhydride (50 ml), dimethylsulfoxide (100 ml), pyridine (3 ml) and toluene (100 ml) is stirred at room temperature for 3 days. Water is added to the mixture, and the mixture is extracted with ethyl acetate, and the extract is washed with water, and dried. The resultant is evaporated to remove the solvent, and diethyl ether is added to the residue. The precipitated crystal is collected by... Reactants: C1CCOC1, COC(=O)c1ccc(S(=O)(=O)c2cccc(Cl)c2)cc1, CO, [Li+], [OH-], O, O=C(O)CC(O)(CC(=O)O)C(=O)O. Yields the product O=C(O)c1ccc(S(=O)(=O)c2cccc(Cl)c2)cc1. Reaction SMILES: [CH2:36]1[O:37][CH2:38][CH2:39][CH2:40]1.[CH3:1][O:2][C:3]([c:4]1[cH:5][cH:6][c:7]([S:10](=[O:11])(=[O:12])[c:13]2[cH:14][c:15]([Cl:19])[cH:16][cH:17][cH:18]2)[cH:8][cH:9]1)=[O:20].[CH3:41][OH:42].[Li+:22].[OH-:21].[OH2:43].[OH:23][C:24]([CH2:25][C:26]([C:27](=[O:28])[OH:29])([CH2:30][C:31](=[O:32])[OH:33])[OH:34])=[O:35]>>[O:2]=[C:3]([c:4]1[cH:5][cH:6][c:7]([S:10](=[O:11])(=[O:12])[c:13]2[cH:14][c:15]([Cl:19])[cH:16][cH:17][cH:18]2)[cH:8][cH:9]1)[OH:20].